Dataset: the Open Reaction Database (ORD), a public repository of structured organic reaction records. Task: describe an organic reaction: reactants, conditions, products, and yield Yields the product ClC1=C(OCC2=NC3=NC=CN=C3C(N2)=O)C=CC=C1Cl (2-[(2,3-Dichlorophenoxy)methyl]-4(3H)-pteridinone). Reaction SMILES: N[C:2]1[C:11]2[C:6](=[N:7][CH:8]=[CH:9][N:10]=2)[N:5]=[C:4]([CH2:12][O:13][C:14]2[CH:19]=[CH:18][CH:17]=[C:16]([Cl:20])[C:15]=2[Cl:21])[N:3]=1.C([OH:24])C>[OH-].[Na+]>[Cl:21][C:15]1[C:16]([Cl:20])=[CH:17][CH:18]=[CH:19][C:14]=1[O:13][CH2:12][C:4]1[NH:3][C:2](=[O:24])[C:11]2[C:6](=[N:7][CH:8]=[CH:9][N:10]=2)[N:5]=1 |f:2.3|. Solvent: [OH-].[Na+] (sodium hydroxide). Reactants: NC1=NC(=NC2=NC=CN=C12)COC1=C(C(=CC=C1)Cl)Cl (4-amino-2-[(2,3-dichlorophenoxy)methyl]pteridine), C(C)O (ethanol). Reported procedure: Obtained using the procedure described in section b of Example 9, starting with 1.0 g (0.0031 mole) of 4-amino-2-[(2,3-dichlorophenoxy)methyl]pteridine in 35 ml of 5% aqueous sodium hydroxide. Heating time: 10 minutes under reflux. Yld: 0.5 g (50%), m.p. 219°-220.5° C. (ethanol). Reactants: CC1=NOC(=C1C=1C=C(C2=C(NC(N2)=O)C1)C(C1=NC=CC=C1)(C1=NC(=CC=C1)C)O)C (6-(3,5-dimethylisoxazol-4-yl)-4-(hydroxy(6-methylpyridin-2-yl)(pyridin-2-yl)methyl)-1H-benzo[d]imidazol-2(3H)-one), CN(C)C1=NC(=CC=C1)Br (6-bromo-2-N,N-dimethylaminopyridine). The product is CN(C1=CC=CC(=N1)C(C1=CC(=CC=2NC(NC21)=O)C=2C(=NOC2C)C)(C2=NC=CC=C2)O)C (4-((6-(dimethylamino)pyridin-2-yl)(hydroxy)(pyridin-2-yl)methyl)-6-(3,5-dimethylisoxazol-4-yl)-1H-benzo[d]imidazol-2(3H)-one). RXN SMILES: [CH3:1][C:2]1[C:6]([C:7]2[CH:8]=[C:9]([C:17]([OH:31])([C:24]3[CH:29]=[CH:28][CH:27]=[C:26](C)[N:25]=3)[C:18]3[CH:23]=[CH:22][CH:21]=[CH:20][N:19]=3)[C:10]3[NH:14][C:13](=[O:15])[NH:12][C:11]=3[CH:16]=2)=[C:5]([CH3:32])[O:4][N:3]=1.[CH3:33][N:34](C1C=CC=C(Br)N=1)[CH3:35]>>[CH3:33][N:34]([CH3:35])[C:26]1[N:25]=[C:24]([C:17]([OH:31])([C:18]2[CH:23]=[CH:22][CH:21]=[CH:20][N:19]=2)[C:9]2[C:10]3[NH:14][C:13](=[O:15])[NH:12][C:11]=3[CH:16]=[C:7]([C:6]3[C:2]([CH3:1])=[N:3][O:4][C:5]=3[CH3:32])[CH:8]=2)[CH:29]=[CH:28][CH:27]=1. Procedure: A procedure similar to that used for 6-(3,5-dimethylisoxazol-4-yl)-4-(hydroxy(6-methylpyridin-2-yl)(pyridin-2-yl)methyl)-1H-benzo[d]imidazol-2(3H)-one, using 6-bromo-2-N,N-dimethylaminopyridine as the starting material was used to produce the intermediate (C32H36N6O5, 585.2 (M+1)), which was taken directly to the deprotection step to yield the title compound as a yellow oil. The reactants are CC#CC(=O)O, Cl, Cl, Cl, NC1CCC(CCN2CCN(c3nccc4c3OCC4)CC2)CC1. Product: CC#CC(=O)NC1CCC(CCN2CCN(c3nccc4c3OCC4)CC2)CC1. RXN SMILES: [C:28]([C:29]#[C:30][CH3:31])(=[O:32])[OH:33].[ClH:1].[ClH:2].[ClH:3].[O:4]1[CH2:5][CH2:6][c:7]2[c:8]1[c:9]([N:13]1[CH2:14][CH2:15][N:16]([CH2:19][CH2:20][CH:21]3[CH2:22][CH2:23][CH:24]([NH2:27])[CH2:25][CH2:26]3)[CH2:17][CH2:18]1)[n:10][cH:11][cH:12]2>>[O:4]1[CH2:5][CH2:6][c:7]2[c:8]1[c:9]([N:13]1[CH2:14][CH2:15][N:16]([CH2:19][CH2:20][CH:21]3[CH2:22][CH2:23][CH:24]([NH:27][C:28]([C:29]#[C:30][CH3:31])=[O:32])[CH2:25][CH2:26]3)[CH2:17][CH2:18]1)[n:10][cH:11][cH:12]2. Reactants: CC1(CC(C2=CC(=CC=C12)C)(C)C)C (1,1,3,3,5-pentamethylindane), BrN1C(CCC1=O)=O (N-bromosuccinimide). The reagents and catalysts are N(=NC(C#N)(C)C)C(C#N)(C)C (2,2′-azobisisobutyronitrile). Run in C(Cl)(Cl)(Cl)Cl (carbontetrachloride). Run at temperature 0 celsius. The product is BrCC=1C=C2C(CC(C2=CC1)(C)C)(C)C (5-bromomethyl-1,1,3,3-tetramethylindane). Isolated yield 97.3%. RXN SMILES: [CH3:1][C:2]1([CH3:14])[C:10]2[C:5](=[CH:6][C:7]([CH3:11])=[CH:8][CH:9]=2)[C:4]([CH3:13])([CH3:12])[CH2:3]1.[Br:15]N1C(=O)CCC1=O>C(Cl)(Cl)(Cl)Cl.N(C(C)(C)C#N)=NC(C)(C)C#N>[Br:15][CH2:11][C:7]1[CH:6]=[C:5]2[C:10](=[CH:9][CH:8]=1)[C:2]([CH3:14])([CH3:1])[CH2:3][C:4]2([CH3:13])[CH3:12]. Procedure details: 10.0 g of 1,1,3,3,5-pentamethylindane were dissolved in 125 ml of carbontetrachloride and were added to the resulting solution, 9.92 g of N-bromosuccinimide and 35 mg of 2,2′-azobisisobutyronitrile (AIBN). The reaction mixture was heated to reflux for 5 hours. The reaction was cooled to 0° C. and the succinimide was filtered off. The resulting solution was concentrated in vacuo and the residue (14.7 g) was further dissolved in 150 ml of hexane. The precipitate was again removed by filtration and... The reactants are O=C(F)c1ccccc1, ClCCl, CNC(CN1CC(O)C1)C(F)(F)F, [Na+], O=C([O-])O. Yields the product CNC(CN1CC(OC(=O)c2ccccc2)C1)C(F)(F)F. RXN SMILES: [C:1]([c:2]1[cH:3][cH:4][cH:5][cH:6][cH:7]1)(=[O:8])[F:9].[Cl:28][CH2:29][Cl:30].[F:10][C:11]([CH:12]([CH2:13][N:14]1[CH2:15][CH:16]([OH:18])[CH2:17]1)[NH:19][CH3:20])([F:21])[F:22].[Na+:27].[O-:23][C:24]([OH:25])=[O:26]>>[C:1]([c:2]1[cH:3][cH:4][cH:5][cH:6][cH:7]1)(=[O:8])[O:18][CH:16]1[CH2:15][N:14]([CH2:13][CH:12]([C:11]([F:10])([F:21])[F:22])[NH:19][CH3:20])[CH2:17]1. Reactants: CC1=NC2=CC=CC(=C2C=C1)N1CCN(CC1)CCC=1C=C(N)C=CC1 (3-{2-[4-(2-Methyl-5-quinolinyl)-1-piperazinyl]ethyl}aniline), C1(OC(C2=C1C=CC=C2)=O)=O (2-benzofuran-1,3-dione). The product is CC1=NC2=CC=CC(=C2C=C1)N1CCN(CC1)CCC=1C=C(C=CC1)N1C(C2=CC=CC=C2C1=O)=O (2-(3-{2-[4-(2-methyl-5-quinolinyl)-1-piperazinyl]ethyl}phenyl)-1H-isoindole-1,3(2H)-dione). Reaction SMILES: [CH3:1][C:2]1[CH:11]=[CH:10][C:9]2[C:4](=[CH:5][CH:6]=[CH:7][C:8]=2[N:12]2[CH2:17][CH2:16][N:15]([CH2:18][CH2:19][C:20]3[CH:21]=[C:22]([CH:24]=[CH:25][CH:26]=3)[NH2:23])[CH2:14][CH2:13]2)[N:3]=1.[C:27]1(=O)[C:31]2[CH:32]=[CH:33][CH:34]=[CH:35][C:30]=2[C:29](=[O:36])[O:28]1>>[CH3:1][C:2]1[CH:11]=[CH:10][C:9]2[C:4](=[CH:5][CH:6]=[CH:7][C:8]=2[N:12]2[CH2:13][CH2:14][N:15]([CH2:18][CH2:19][C:20]3[CH:21]=[C:22]([N:23]4[C:27](=[O:28])[C:31]5[C:30](=[CH:35][CH:34]=[CH:33][CH:32]=5)[C:29]4=[O:36])[CH:24]=[CH:25][CH:26]=3)[CH2:16][CH2:17]2)[N:3]=1. Reported procedure: Prepared from 3-{2-[4-(2-methyl-5-quinolinyl)-1-piperazinyl]ethyl}aniline (D6) and 2-benzofuran-1,3-dione according to Method I.